Dataset: the Open Reaction Database (ORD), a public repository of structured organic reaction records. Task: describe an organic reaction: reactants, conditions, products, and yield Reactants: NC1=NC(=CC(=N1)N1CCC2(CCNC(C2)C(=O)OC)CC1)O[C@@H](C(F)(F)F)C1=C(C=C(C=C1)Cl)N1N=C(C=C1)C (methyl 9-(2-amino-6-((R)-1-(4-chloro-2-(3-methyl-1H-pyrazol-1-yl)phenyl)-2,2,2-trifluoroethoxy)pyrimidin-4-yl)-3,9-diazaspiro[5.5]undecane-2-carboxylate), [Li+].[OH-] (LiOH). Yields the product NC1=NC(=CC(=N1)N1CCC2(CCNC(C2)C(=O)O)CC1)O[C@@H](C(F)(F)F)C1=C(C=C(C=C1)Cl)N1N=C(C=C1)C (9-(2-Amino-6-((R)-1-(4-chloro-2-(3-methyl-1H-pyrazol-1-yl)phenyl)-2,2,2-trifluoroethoxy)pyrimidin-4-yl)-3,9-diazaspiro[5.5]undecane-2-carboxylic acid). RXN SMILES: [NH2:1][C:2]1[N:7]=[C:6]([N:8]2[CH2:22][CH2:21][C:11]3([CH2:16][CH:15]([C:17]([O:19]C)=[O:18])[NH:14][CH2:13][CH2:12]3)[CH2:10][CH2:9]2)[CH:5]=[C:4]([O:23][C@H:24]([C:29]2[CH:34]=[CH:33][C:32]([Cl:35])=[CH:31][C:30]=2[N:36]2[CH:40]=[CH:39][C:38]([CH3:41])=[N:37]2)[C:25]([F:28])([F:27])[F:26])[N:3]=1.[Li+].[OH-]>>[NH2:1][C:2]1[N:7]=[C:6]([N:8]2[CH2:9][CH2:10][C:11]3([CH2:16][CH:15]([C:17]([OH:19])=[O:18])[NH:14][CH2:13][CH2:12]3)[CH2:21][CH2:22]2)[CH:5]=[C:4]([O:23][C@H:24]([C:29]2[CH:34]=[CH:33][C:32]([Cl:35])=[CH:31][C:30]=2[N:36]2[CH:40]=[CH:39][C:38]([CH3:41])=[N:37]2)[C:25]([F:26])([F:28])[F:27])[N:3]=1 |f:1.2|. Procedure details: Hydrolysis of methyl 9-(2-amino-6-((R)-1-(4-chloro-2-(3-methyl-1H-pyrazol-1-yl)phenyl)-2,2,2-trifluoroethoxy)pyrimidin-4-yl)-3,9-diazaspiro[5.5]undecane-2-carboxylate using the LiOH general method provides the title compound as an off-white solid. The reactants are C(CCC)N1C2=NC=NC(=C2N=C1CC1=CC(=CC=C1)OC)N (9-butyl-8-(3-methoxy-benzyl)-9H-purin-6-ylamine), INC(CCC(=O)N)=O (N-iodo-succinamide), C(=O)([O-])[O-].[K+].[K+] (K2CO3), INC(CCC(=O)N)=O (NIS). Solvent: CC(=O)O (AcOH), C(Cl)Cl (CH2Cl2). Reaction conditions: time 3 hour. The product is C(CCC)N1C2=NC=NC(=C2N=C1CC1=C(C=CC(=C1)OC)I)N (9-Butyl-8-(2-iodo-5-methoxy-benzyl)-9H-purin-6-ylamine). RXN SMILES: [CH2:1]([N:5]1[C:13]([CH2:14][C:15]2[CH:20]=[CH:19][CH:18]=[C:17]([O:21][CH3:22])[CH:16]=2)=[N:12][C:11]2[C:6]1=[N:7][CH:8]=[N:9][C:10]=2[NH2:23])[CH2:2][CH2:3][CH3:4].[I:24]NC(=O)CCC(N)=O.C([O-])([O-])=O.[K+].[K+]>CC(O)=O.C(Cl)Cl>[CH2:1]([N:5]1[C:13]([CH2:14][C:15]2[CH:16]=[C:17]([O:21][CH3:22])[CH:18]=[CH:19][C:20]=2[I:24])=[N:12][C:11]2[C:6]1=[N:7][CH:8]=[N:9][C:10]=2[NH2:23])[CH2:2][CH2:3][CH3:4] |f:2.3.4|. Procedure details: 4.1 To a solution of 9-butyl-8-(3-methoxy-benzyl)-9H-purin-6-ylamine (1.24 g, 4 mmol) in AcOH (6 ml) was added N-iodo-succinamide (NIS) (1.8 g, 8 mmol). After 3 h at r.t., additional NIS (1.8 g, 8 mmol) was added, and the mixture was stirred for another 24 h. The reaction mixture was diluted with CH2Cl2 (500 ml), and carefully neutralized with a solution of sat. aq. K2CO3 (2×100 ml), then washed with 0.1 N Na2S2O3 (3×100 ml), brine (3×100 ml), dried (Na2SO4), evaporated, and purified by flash ch... The reactants are CC(=O)c1cc(Cl)c(N)c(Cl)n1, ClC(Cl)Cl, [Na+], O=C([O-])O. Yields the product Nc1c(Cl)cc(C(=O)CCl)nc1Cl. Reaction SMILES: [C:1]([CH3:2])(=[O:3])[c:4]1[cH:5][c:6]([Cl:12])[c:7]([NH2:11])[c:8]([Cl:10])[n:9]1.[Cl:18][CH:19]([Cl:20])[Cl:21].[Na+:17].[O-:13][C:14]([OH:15])=[O:16]>>[C:1]([CH2:2][Cl:18])(=[O:3])[c:4]1[cH:5][c:6]([Cl:12])[c:7]([NH2:11])[c:8]([Cl:10])[n:9]1.